From a dataset of the Open Reaction Database (ORD), a public repository of structured organic reaction records. describe an organic reaction: reactants, conditions, products, and yield The reactants are FC1=NC=C(C=C1C1=NC(=NC(=N1)C)SC)CN1CCN(CC1)S(=O)(=O)C (2-(2-fluoro-5-((4-(methylsulfonyl)piperazin-1-yl)methyl)pyridin-3-yl)-4-methyl-6-(methylthio)-1,3,5-triazine), CCO (EtOH). The reagents and catalysts are [Ni] (Raney nickel). Reaction conditions: temperature 70 celsius. Product: FC1=NC=C(C=C1C1=NC=NC(=N1)C)CN1CCN(CC1)S(=O)(=O)C (2-(2-Fluoro-5-((4-(Methylsulfonyl)Piperazin-1-yl)Methyl)Pyridin-3-yl)-4-Methyl-1,3,5-Triazine). As a reaction SMILES: [F:1][C:2]1[C:7]([C:8]2[N:13]=[C:12]([CH3:14])[N:11]=[C:10](SC)[N:9]=2)=[CH:6][C:5]([CH2:17][N:18]2[CH2:23][CH2:22][N:21]([S:24]([CH3:27])(=[O:26])=[O:25])[CH2:20][CH2:19]2)=[CH:4][N:3]=1.CCO>[Ni]>[F:1][C:2]1[C:7]([C:8]2[N:13]=[C:12]([CH3:14])[N:11]=[CH:10][N:9]=2)=[CH:6][C:5]([CH2:17][N:18]2[CH2:19][CH2:20][N:21]([S:24]([CH3:27])(=[O:26])=[O:25])[CH2:22][CH2:23]2)=[CH:4][N:3]=1. Reported procedure: Raney nickel (76 mg, 1.297 mmol) water suspension was added to a mixture of 2-(2-fluoro-5-((4-(methylsulfonyl)piperazin-1-yl)methyl)pyridin-3-yl)-4-methyl-6-(methylthio)-1,3,5-triazine (107 mg, 0.259 mmol) in EtOH (5.00 mL, 86 mmol) and the mixture was heated under nitrogen at 70° C. for 1.5 h. The resulting mixture was passed through a short plug of Celite® (diatomaceous earth). The filter cake was washed with MeOH (3×10 mL). The combined organic phases were concentrated to give the crude produ... Reactants: C(C1=CC=CC=C1)OC1=CC=C(C(=O)C2=CC=C(C=C2)OCCCCCl)C=C1 (4-benzyloxy-4'-(4-chlorobutyloxy)benzophenone), C(C1=CC=CC=C1)[Mg]Cl (benzylmagnesium chloride), [Cl-].[NH4+] (ammonium chloride). The solvent is O1CCCC1 (tetrahydrofuran). Reaction conditions: temperature 0 celsius, time 1 hour. The product is C(C1=CC=CC=C1)OC1=CC=C(C=C1)C(CC1=CC=CC=C1)(O)C1=CC=C(C=C1)OCCCCCl (1-(4-benzyloxyphenyl)-1-(4-(4-chlorobutyloxy) phenyl)-2-phenyl ethanol). Reaction SMILES: [CH2:1]([O:8][C:9]1[CH:28]=[CH:27][C:12]([C:13]([C:15]2[CH:20]=[CH:19][C:18]([O:21][CH2:22][CH2:23][CH2:24][CH2:25][Cl:26])=[CH:17][CH:16]=2)=[O:14])=[CH:11][CH:10]=1)[C:2]1[CH:7]=[CH:6][CH:5]=[CH:4][CH:3]=1.[CH2:29]([Mg]Cl)[C:30]1[CH:35]=[CH:34][CH:33]=[CH:32][CH:31]=1.[Cl-].[NH4+]>O1CCCC1>[CH2:1]([O:8][C:9]1[CH:28]=[CH:27][C:12]([C:13]([C:15]2[CH:20]=[CH:19][C:18]([O:21][CH2:22][CH2:23][CH2:24][CH2:25][Cl:26])=[CH:17][CH:16]=2)([OH:14])[CH2:29][C:30]2[CH:35]=[CH:34][CH:33]=[CH:32][CH:31]=2)=[CH:11][CH:10]=1)[C:2]1[CH:3]=[CH:4][CH:5]=[CH:6][CH:7]=1 |f:2.3|. Reported procedure: Combine 4-benzyloxy-4'-(4-chlorobutyloxy)benzophenone (3.95 g, 10.0 mmol) and tetrahydrofuran (50 mL). Add a solution benzylmagnesium chloride (6.0 mL, 2M in tetrahydrofuran, 12 mmol). After 1 hour, cool to 0° C. and add a saturated aqueous solution of ammonium chloride and stir for 1 hour to give a solid. Filter the solid and rinse three times with tetrahydrofuran. Combine the filtrate and rinses and separate the layers. Extract the organic layer with a saturated sodium chloride solution. Dry t... Reactants: O=C(Cl)c1ccccc1, CN(C(=O)c1ccc(Cl)cc1)C1CCN(C(=O)C2CC(O)CN2)CC1c1ccc(Cl)c(Cl)c1, Cl. Product: CN(C(=O)c1ccc(Cl)cc1)C1CCN(C(=O)C2CC(O)CN2C(=O)c2ccccc2)CC1c1ccc(Cl)c(Cl)c1. As a reaction SMILES: [C:35]([c:36]1[cH:37][cH:38][cH:39][cH:40][cH:41]1)(=[O:42])[Cl:43].[Cl:2][c:3]1[cH:4][cH:5][c:6]([C:7](=[O:8])[N:9]([CH3:10])[CH:11]2[CH:12]([c:25]3[cH:26][c:27]([Cl:32])[c:28]([Cl:31])[cH:29][cH:30]3)[CH2:13][N:14]([C:17]([CH:18]3[NH:19][CH2:20][CH:21]([OH:23])[CH2:22]3)=[O:24])[CH2:15][CH2:16]2)[cH:33][cH:34]1.[ClH:1]>>[Cl:2][c:3]1[cH:4][cH:5][c:6]([C:7](=[O:8])[N:9]([CH3:10])[CH:11]2[CH:12]([c:25]3[cH:26][c:27]([Cl:32])[c:28]([Cl:31])[cH:29][cH:30]3)[CH2:13][N:14]([C:17]([CH:18]3[N:19]([C:35]([c:36]4[cH:37][cH:38][cH:39][cH:40][cH:41]4)=[O:42])[CH2:20][CH:21]([OH:23])[CH2:22]3)=[O:24])[CH2:15][CH2:16]2)[cH:33][cH:34]1. Starting materials: O=C([O-])O, C=C1N(c2cccc3ccccc23)C(=O)OC12CCNCC2, CCC(C)=O, ClCc1ccccc1, [I-], [K+], [Na+]. Product: C=C1N(c2cccc3ccccc23)C(=O)OC12CCN(Cc1ccccc1)CC2. Reaction SMILES: [C:31](=[O:32])([O-:33])[OH:34].[CH2:1]=[C:2]1[N:3]([c:13]2[cH:14][cH:15][cH:16][c:17]3[cH:18][cH:19][cH:20][cH:21][c:22]23)[C:4](=[O:12])[O:5][C:6]12[CH2:7][CH2:8][NH:9][CH2:10][CH2:11]2.[CH2:38]([C:39]([CH3:40])=[O:41])[CH3:42].[Cl:23][CH2:24][c:25]1[cH:26][cH:27][cH:28][cH:29][cH:30]1.[I-:37].[K+:36].[Na+:35]>>[CH2:1]=[C:2]1[N:3]([c:13]2[cH:14][cH:15][cH:16][c:17]3[cH:18][cH:19][cH:20][cH:21][c:22]23)[C:4](=[O:12])[O:5][C:6]12[CH2:7][CH2:8][N:9]([CH2:24][c:25]1[cH:26][cH:27][cH:28][cH:29][cH:30]1)[CH2:10][CH2:11]2. Starting materials: C(CCC)C=1NC(=C(N1)N1C=CC=C1)C(=O)OCC (Ethyl 2-Butyl-4-(1H-pyrrol-1-yl)imidazole-5-carboxylate), solution, [H-].[H-].[H-].[H-].[Li+].[Al+3] (LiAlH4). The solvent is O1CCCC1 (tetrahydrofuran), CCOCC (ether). Run at time 8 hour. Yields the product C(CCC)C=1NC(=C(N1)N1C=CC=C1)CO (2-Butyl-5 -(hydroxymethyl)-4-(1H-pyrrol-1-yl)imidazole), ( m ). As a reaction SMILES: [CH2:1]([C:5]1[NH:6][C:7]([C:15](OCC)=[O:16])=[C:8]([N:10]2[CH:14]=[CH:13][CH:12]=[CH:11]2)[N:9]=1)[CH2:2][CH2:3][CH3:4].[H-].[H-].[H-].[H-].[Li+].[Al+3]>O1CCCC1.CCOCC>[CH2:1]([C:5]1[NH:6][C:7]([CH2:15][OH:16])=[C:8]([N:10]2[CH:11]=[CH:12][CH:13]=[CH:14]2)[N:9]=1)[CH2:2][CH2:3][CH3:4] |f:1.2.3.4.5.6|. Procedure details: A solution of ethyl 2-butyl-4-(1H-pyrrol-1-yl)imidazol-5-carboxylate (Example 21, 0.5 g) in tetrahydrofuran (15 mL) was treated with a 1M solution of LiAlH4 in ether (2.1 mL). The reaction was stirred overnight at room temperature then quenched by addition of saturated aqueous (NH4)2SO4. The resulting suspension was extracted three times with ethyl acetate and the combined organic layers were dried over anhydrous magnesium sulfate and evaporated to afford the title compound as an off-white solid... Starting materials: COc1cc(-c2cccc(C(F)(F)F)c2)nnc1Br, C[Sn](C)(C)C, CN(C)C=O. Product: COc1cc(-c2cccc(C(F)(F)F)c2)nnc1C. RXN SMILES: [Br:1][c:2]1[n:3][n:4][c:5](-[c:10]2[cH:11][c:12]([C:16]([F:17])([F:18])[F:19])[cH:13][cH:14][cH:15]2)[cH:6][c:7]1[O:8][CH3:9].[CH3:20][Sn:21]([CH3:22])([CH3:23])[CH3:24].[O:25]=[CH:26][N:27]([CH3:28])[CH3:29]>>[c:2]1([CH3:20])[n:3][n:4][c:5](-[c:10]2[cH:11][c:12]([C:16]([F:17])([F:18])[F:19])[cH:13][cH:14][cH:15]2)[cH:6][c:7]1[O:8][CH3:9]. Reactants: NC1=CC(CC(C1)C1=C(C=CC=C1Cl)Cl)=O (1-amino-5-(2,6-dichlorophenyl)cyclohexen-3-one), [OH-].[K+] (potassium hydroxide), [OH-].[K+] (potassium hydroxide). The solvent is C(C)O (ethanol), C1(=CC=CC=C1)C (toluene). Reaction conditions: temperature 115 celsius. Product: Cl.ClC1=C(C(=CC=C1)Cl)C1CC(C=2C(=CC=NC2C1)C)=O (7-(2,6-dichlorophenyl)-4-methyl-5,6,7,8-tetrahydroquinolin-5-one hydrochloride). Yield: 89.7%. RXN SMILES: [NH2:1][C:2]1[CH2:7][CH:6]([C:8]2[C:13]([Cl:14])=[CH:12][CH:11]=[CH:10][C:9]=2[Cl:15])[CH2:5][C:4](=[O:16])[CH:3]=1.[OH-].[K+]>C(O)C.C1(C)C=CC=CC=1>[ClH:14].[Cl:14][C:13]1[CH:12]=[CH:11][CH:10]=[C:9]([Cl:15])[C:8]=1[CH:6]1[CH2:7][C:2]2[N:1]=[CH:7][CH:2]=[C:3]([CH3:4])[C:3]=2[C:4](=[O:16])[CH2:5]1 |f:1.2,5.6|. Reported procedure: In a mixture of ethanol (23 ml) and toluene (70 ml) was dissolved 1-amino-5-(2,6-dichlorophenyl)cyclohexen-3-one (1.25 g), and to the solution were added 3-oxobutylaldehydedimethylacetal (1.84 g) and granulated potassium hydroxide (303 mg). The mixture was stirred at 115° C. (bath temperature), and to the mixture was added granulated potassium hydroxide (62 mg), 30 minutes later; 1 hour later; and 1.5 hours, respectively. The reaction solution was stirred at the same temperature for 1 hour, cool... Starting materials: C(C)C1C(CC(C(C(OC(C2CCCCN2C(C(C2(C(CC(C(C(CC(CC(=C1)C)C)OC)O2)OC)C)O)=O)=O)=O)C(=CC2CC(C(CC2)OCC(O)C2=CC(=CC=C2)OC)OC)C)C)O[Si](C)(C)C(C)(C)C)=O (17-ethyl-1-hydroxy-14-(tert-butyldimethylsiloxy)-12-[2'-(4"-(2'"-(3""-methyoxyphenyl)-2'"-hydroxyethyloxy-)3"-methoxycyclohexyl)-1'-methylvinyl]-23,25-dimethoxy-13,19,21,27-tetramethyl-11,28-dioxa-4-azatricyclo[22.3.1.04,9 ]octacos-18-ene-2,3,10,16-tetrone), C(C(C)[*:2])[*:1] (polypropylene), solution, N1=CC=CC=C1.F (hydrogen fluoride-pyridine). Solvent: O1CCCC1 (tetrahydrofuran), O1CCCC1 (tetrahydrofuran). Run at time 48 hour. Yields the product C(C)C1C(CC(C(C(OC(C2CCCCN2C(C(C2(C(CC(C(C(CC(CC(=C1)C)C)OC)O2)OC)C)O)=O)=O)=O)C(=CC2CC(C(CC2)OCC(O)C2=CC(=CC=C2)OC)OC)C)C)O)=O (17-Ethyl-1,14-dihydroxy-12-[2'-(4"-(2'"-(3""-methoxyphenyl)-2'"-hydroxyethyloxy)-3"-methoxycyclohexyl)-1'-methylvinyl]-23,25-dimethoxy-13,19,21,27-tetramethyl-11,28-dioxa-4-azatricylo[22.3.1.04,9 ]octacos-18-ene-2,3,10,16-tetraone). RXN SMILES: [CH2:1]([CH:3]1[CH:29]=[C:28]([CH3:30])[CH2:27][CH:26]([CH3:31])[CH2:25][CH:24]([O:32][CH3:33])[CH:23]2[O:34][C:19]([OH:38])([CH:20]([CH3:37])[CH2:21][CH:22]2[O:35][CH3:36])[C:18](=[O:39])[C:17](=[O:40])[N:16]2[CH:11]([CH2:12][CH2:13][CH2:14][CH2:15]2)[C:10](=[O:41])[O:9][CH:8]([C:42]([CH3:64])=[CH:43][CH:44]2[CH2:49][CH2:48][CH:47]([O:50][CH2:51][CH:52]([C:54]3[CH:59]=[CH:58][CH:57]=[C:56]([O:60][CH3:61])[CH:55]=3)[OH:53])[CH:46]([O:62][CH3:63])[CH2:45]2)[CH:7]([CH3:65])[CH:6]([O:66][Si](C(C)(C)C)(C)C)[CH2:5][C:4]1=[O:74])[CH3:2].N1C=CC=CC=1.F>O1CCCC1>[CH2:1]([CH:3]1[CH:29]=[C:28]([CH3:30])[CH2:27][CH:26]([CH3:31])[CH2:25][CH:24]([O:32][CH3:33])[CH:23]2[O:34][C:19]([OH:38])([CH:20]([CH3:37])[CH2:21][CH:22]2[O:35][CH3:36])[C:18](=[O:39])[C:17](=[O:40])[N:16]2[CH:11]([CH2:12][CH2:13][CH2:14][CH2:15]2)[C:10](=[O:41])[O:9][CH:8]([C:42]([CH3:64])=[CH:43][CH:44]2[CH2:49][CH2:48][CH:47]([O:50][CH2:51][CH:52]([C:54]3[CH:59]=[CH:58][CH:57]=[C:56]([O:60][CH3:61])[CH:55]=3)[OH:53])[CH:46]([O:62][CH3:63])[CH2:45]2)[CH:7]([CH3:65])[CH:6]([OH:66])[CH2:5][C:4]1=[O:74])[CH3:2] |f:1.2|. Procedure: To a solution of 17-ethyl-1-hydroxy-14-(tert-butyldimethylsiloxy)-12-[2'-(4"-(2'"-(3""-methyoxyphenyl)-2'"-hydroxyethyloxy-)3"-methoxycyclohexyl)-1'-methylvinyl]-23,25-dimethoxy-13,19,21,27-tetramethyl-11,28-dioxa-4-azatricyclo[22.3.1.04,9 ]octacos-18-ene-2,3,10,16-tetrone (29 mg in 0.6 mL tetrahydrofuran contained in a polypropylene vial) was added 80 μL of a solution of hydrogen fluoride-pyridine complex (40% in (2:1) tetrahydrofuran:pyridine) and the mixture stirred at room temperature. After... Product: O=C1O[C@H]([C@H]2N1C1=C(OC2)C=C(C=C1)N1C(CCCC1)=O)CN1C(C2=CC=CC=C2C1=O)=O (2-(((3S,3aS)-1-oxo-7-(2-oxopiperidin-1-yl)-1,3,3a,4-tetrahydrobenzo[b]oxazolo[3,4-d][1,4]oxazin-3-yl)methyl)isoindolin-1,3-dione). RXN SMILES: [O:1]=[C:2]1[N:6]2[C:7]3[CH:14]=[CH:13][C:12]([N:15]4[CH2:20][CH2:19][CH2:18][CH2:17][C:16]4=[O:21])=[CH:11][C:8]=3[O:9][CH2:10][C@H:5]2[C@@H:4]([CH2:22]CS([O-])(=O)=O)[O:3]1.[K].[C:29]1(=[O:39])[NH:33][C:32](=[O:34])[C:31]2=[CH:35][CH:36]=[CH:37][CH:38]=[C:30]12>>[O:1]=[C:2]1[N:6]2[C:7]3[CH:14]=[CH:13][C:12]([N:15]4[CH2:20][CH2:19][CH2:18][CH2:17][C:16]4=[O:21])=[CH:11][C:8]=3[O:9][CH2:10][C@H:5]2[C@H:4]([CH2:22][N:33]2[C:29](=[O:39])[C:30]3[C:31](=[CH:35][CH:36]=[CH:37][CH:38]=3)[C:32]2=[O:34])[O:3]1 |f:1.2,^1:27|. The yield is 79.4%. Procedure: Using compound ((3R,3aS)-1-oxo-7-(2-oxopiperidin-1-yl)-1,3,3a,4-tetrahydrobenzo[b]oxazolo[3,4-d][1,4]oxazin-3-yl)methylmethanesulfonate (0.774 g, 1.95 mmol), phthalimide potassium (0.542 g, 2.93 mmol) as starting materials, preparation following the method as described in Example 1(d) afforded white solid 0.693 g, yield: 79.3%. Reactants: O=C1O[C@@H]([C@H]2N1C1=C(OC2)C=C(C=C1)N1C(CCCC1)=O)CCS(=O)(=O)[O-] (((3R,3aS)-1-oxo-7-(2-oxopiperidin-1-yl)-1,3,3a,4-tetrahydrobenzo[b]oxazolo[3,4-d][1,4]oxazin-3-yl)methylmethanesulfonate), [K].C1(C=2C(C(N1)=O)=CC=CC2)=O (phthalimide potassium). Reactants: crude mixture, COC(C1=CC(=C(C=C1)NC(=O)[C@H]1[C@@H]([C@@]2([C@@H](N1)CC(C)(C)C)C(NC1=CC(=CC=C12)Cl)=O)C1=CC(=CC(=C1)F)Cl)OC)=O (rac-4-{[(2′S,3′R,4′R,5′R)-6-chloro-4′-(3-chloro-5-fluoro-phenyl)-2′-(2,2-dimethyl-propyl)-2-oxo-1,2-dihydro-spiro[indole-3,3′-pyrrolidine]-5′-carbonyl]-amino}-3-methoxy-benzoic acid methyl ester), [OH-].[Na+] (NaOH), Cl (HCl). Run in O (water), CO (MeOH), C1CCOC1 (THF). Conditions: time 18 hour. Yields the product ClC1=CC=C2C(=C1)NC([C@@]21[C@@H](N[C@H]([C@@H]1C1=CC(=CC(=C1)F)Cl)C(=O)NC1=C(C=C(C(=O)O)C=C1)OC)CC(C)(C)C)=O (rac-4-{[(2′S,3′R,4′R,5′R)-6-chloro-4′-(3-chloro-5-fluoro-phenyl)-2′-(2,2-dimethyl-propyl)-2-oxo-1,2-dihydro-spiro[indole-3,3′-pyrrolidine]-5′-carbonyl]amino}-3-methoxy-benzoic acid). RXN SMILES: C[O:2][C:3](=[O:43])[C:4]1[CH:9]=[CH:8][C:7]([NH:10][C:11]([C@@H:13]2[NH:17][C@@H:16]([CH2:18][C:19]([CH3:22])([CH3:21])[CH3:20])[C@:15]3([C:30]4[C:25](=[CH:26][C:27]([Cl:31])=[CH:28][CH:29]=4)[NH:24][C:23]3=[O:32])[C@H:14]2[C:33]2[CH:38]=[C:37]([F:39])[CH:36]=[C:35]([Cl:40])[CH:34]=2)=[O:12])=[C:6]([O:41][CH3:42])[CH:5]=1.[OH-].[Na+].Cl>CO.C1COCC1.O>[Cl:31][C:27]1[CH:26]=[C:25]2[NH:24][C:23](=[O:32])[C@:15]3([C@@H:14]([C:33]4[CH:38]=[C:37]([F:39])[CH:36]=[C:35]([Cl:40])[CH:34]=4)[C@H:13]([C:11]([NH:10][C:7]4[CH:8]=[CH:9][C:4]([C:3]([OH:43])=[O:2])=[CH:5][C:6]=4[O:41][CH3:42])=[O:12])[NH:17][C@H:16]3[CH2:18][C:19]([CH3:21])([CH3:20])[CH3:22])[C:30]2=[CH:29][CH:28]=1 |f:1.2|. Reported procedure: To a solution of rac-4-{[(2′S,3′R,4′R,5′R)-6-chloro-4′-(3-chloro-5-fluoro-phenyl)-2′-(2,2-dimethyl-propyl)-2-oxo-1,2-dihydro-spiro[indole-3,3′-pyrrolidine]-5′-carbonyl]-amino}-3-methoxy-benzoic acid methyl ester (0.17 g, 0.27 mmol) in MeOH (3 mL) and THF (9 mL) was added an aqueous solution (1N) of NaOH (6 mL, 6 mmol). The reaction mixture was stirred at room temperature for 18 h. The crude mixture was diluted with water (5 mL), and acidified to “pH” 5-6 by dilute aqueous HCl solution. The mixtu...